This data is from the Open Reaction Database (ORD), a public repository of structured organic reaction records. The task is: describe an organic reaction: reactants, conditions, products, and yield Reactants: ( 6 ), ClC=1N=CN(C1)C1=C(C=C(C=C1OC)[N+](=O)[O-])F (4-chloro-1-(2-fluoro-6-methoxy-4-nitrophenyl)-1H-imidazole), [Cl-].[NH4+] (ammonium chloride). The reagents and catalysts are [Zn] (zinc). Solvent: CO (methanol). Reaction conditions: temperature 110 celsius. The product is ClC=1N=CN(C1)C1=C(C=C(N)C=C1OC)F (4-(4-chloro-1H-imidazol-1-yl)-3-fluoro-5-methoxyaniline). Isolated yield 37.6%. RXN SMILES: [Cl:1][C:2]1[N:3]=[CH:4][N:5]([C:7]2[C:12]([O:13][CH3:14])=[CH:11][C:10]([N+:15]([O-])=O)=[CH:9][C:8]=2[F:18])[CH:6]=1.[Cl-].[NH4+]>[Zn].CO>[Cl:1][C:2]1[N:3]=[CH:4][N:5]([C:7]2[C:12]([O:13][CH3:14])=[CH:11][C:10]([NH2:15])=[CH:9][C:8]=2[F:18])[CH:6]=1 |f:1.2|. Reported procedure: Step M (6): A mixture of 4-chloro-1-(2-fluoro-6-methoxy-4-nitrophenyl)-1H-imidazole (60 mg, 0.22 mmol), zinc dust (70 mg, 1.1 mmol), ammonium chloride (58 mg, 1.1 mmol), and methanol (5 mL) was heated at 110° C. for 16 h. The reaction mixture was quenched with 1 N HCl. The organic layer was washed with brine, dried over sodium sulfate, filtered, and concentrated in vacuo. The residue was purified using silica gel column chromatography (15% EtOAc/hexane) to afford 4-(4-chloro-1H-imidazol-1-yl)-3-... The reactants are FC1=C2C=CNC2=C(C=C1)C#N (4-fluoro-1H-indole-7-carbonitrile), C(=O)(C(=O)Cl)Cl ((COCl)2), CN(C)C=O (DMF), CCOC(=O)C (EtOAc). The solvent is C(Cl)Cl (DCM), C(Cl)Cl (DCM), C(Cl)Cl (DCM). Conditions: time 1 hour. Yields the product FC1=C2C(=CNC2=C(C=C1)C#N)C=O (4-fluoro-3-formyl-1H-indole-7-carbonitrile). Yield: 85.1%. Reaction SMILES: [C:1](Cl)([C:3](Cl)=O)=[O:2].CN(C=O)C.[F:12][C:13]1[CH:21]=[CH:20][C:19]([C:22]#[N:23])=[C:18]2[C:14]=1C=[CH:16][NH:17]2.CCOC(C)=O>C(Cl)Cl>[F:12][C:13]1[CH:21]=[CH:20][C:19]([C:22]#[N:23])=[C:18]2[C:14]=1[C:3]([CH:1]=[O:2])=[CH:16][NH:17]2. Procedure: To a solution of (COCl)2 (16.0 g) in DCM (200 mL) at 0° C. was added a solution of DMF (6 mL) in DCM (50 mL) dropwise. Half an hour later, a solution of 4-fluoro-1H-indole-7-carbonitrile (D41) (11.0 g) in DCM (60 mL) was added. The reaction was allowed to warm to RT to form a yellow precipitate. After 6 h the solvent was removed by evaporation. Then THF (100 mL) and 2M aqueous NaOH (100 L) were added to the residue obtained above. After being stirred for about 1 hour, EtOAc (1 L) was added. The ... The reactants are CC1=CN=C(C(=C1OC)C)CS(=O)C2=NC3=C([N-]2)C=CC(=C3)OC.CC1=CN=C(C(=C1OC)C)CS(=O)C2=NC3=C([N-]2)C=CC(=C3)OC.O.O.O.[Mg+2] (Esomeprazole magnesium trihydrate). Solvent: ClCCl (dichloromethane), CO (methanol). Yields the product CC=1C=NC(=C(C1OC)C)C[S+](C=2[N-]C=3C=CC(=CC3N2)OC)[O-].CC=1C=NC(=C(C1OC)C)C[S+](C=2[N-]C=3C=CC(=CC3N2)OC)[O-].[Mg+2] (esomeprazole magnesium). Isolated yield 64.5%. Reaction SMILES: [CH3:1][C:2]1[C:7]([O:8][CH3:9])=[C:6]([CH3:10])[C:5]([CH2:11][S:12]([C:14]2[N-:18][C:17]3[CH:19]=[CH:20][C:21]([O:23][CH3:24])=[CH:22][C:16]=3[N:15]=2)=[O:13])=[N:4][CH:3]=1.[CH3:25][C:26]1[C:31]([O:32][CH3:33])=[C:30]([CH3:34])[C:29]([CH2:35][S:36]([C:38]2[N-:42][C:41]3[CH:43]=[CH:44][C:45]([O:47][CH3:48])=[CH:46][C:40]=3[N:39]=2)=[O:37])=[N:28][CH:27]=1.O.O.O.[Mg+2:52]>ClCCl.CO>[CH3:1][C:2]1[CH:3]=[N:4][C:5]([CH2:11][S+:12]([O-:13])[C:14]2[N-:18][C:17]3[CH:19]=[CH:20][C:21]([O:23][CH3:24])=[CH:22][C:16]=3[N:15]=2)=[C:6]([CH3:10])[C:7]=1[O:8][CH3:9].[CH3:25][C:26]1[CH:27]=[N:28][C:29]([CH2:35][S+:36]([O-:37])[C:38]2[N-:42][C:41]3[CH:43]=[CH:44][C:45]([O:47][CH3:48])=[CH:46][C:40]=3[N:39]=2)=[C:30]([CH3:34])[C:31]=1[O:32][CH3:33].[Mg+2:52] |f:0.1.2.3.4.5,8.9.10|. Reported procedure: Esomeprazole magnesium trihydrate (200 g) was dissolved in a mixture of dichloromethane (1200 ml) and methanol (1200 ml) at 25-30° C., Any undissolved material was filtered off and triethylamine (2 ml) was added to the filtrate. The clear solution thus obtained was spray dried in a mini spray dryer (Model Buchi—190) with an inlet temperature of 65-68° C. and an outlet temperature of 22-42° C. in 2 to 3 hours. The solid was further dried under vacuum at 60-65° C. for 14 to 15 hours to yield 120 g... Reactants: C(C)(C)(C)OC(C([C@@H](CC(C)C)C(N[C@@H]1C(NCCCCCCN2C=3C=CC=CC3C(C1)=C2)=O)=O)C)=O ((3R,10S)-2-methyl-5-methyl-3-(9-oxo-1,8-diazatricyclo- [10.6.1.013,18 ]nonadeca-12(19),13(18),14,16-tetraen-10-ylcarbamoyl)hexanoic acid t-butyl ester), C(=O)(C(F)(F)F)O (TFA). The solvent is C(Cl)Cl (CH2Cl2). Yields the product CC(C(=O)O)[C@@H](CC(C)C)C(N[C@@H]1C(NCCCCCCN2C=3C=CC=CC3C(C1)=C2)=O)=O ((3R,10S)-2-methyl-5-methyl-3-(9-oxo-1,8-diazatricyclo[10.6.1.013,18 ]nonadeca-12(19),13(18),14,16-tetraen-10-ylcarbamoyl)hexanoic acid). As a reaction SMILES: C([O:5][C:6](=[O:37])[CH:7]([CH3:36])[C@H:8]([C:13](=[O:35])[NH:14][C@H:15]1[CH2:32][C:31]2=[CH:33][N:24]([C:25]3[CH:26]=[CH:27][CH:28]=[CH:29][C:30]=32)[CH2:23][CH2:22][CH2:21][CH2:20][CH2:19][CH2:18][NH:17][C:16]1=[O:34])[CH2:9][CH:10]([CH3:12])[CH3:11])(C)(C)C.C(O)(C(F)(F)F)=O>C(Cl)Cl>[CH3:36][CH:7]([C@H:8]([C:13](=[O:35])[NH:14][C@H:15]1[CH2:32][C:31]2=[CH:33][N:24]([C:25]3[CH:26]=[CH:27][CH:28]=[CH:29][C:30]=32)[CH2:23][CH2:22][CH2:21][CH2:20][CH2:19][CH2:18][NH:17][C:16]1=[O:34])[CH2:9][CH:10]([CH3:11])[CH3:12])[C:6]([OH:37])=[O:5]. Procedure details: Alternatively, the less polar stereoisomer of (3R,10S)-2-methyl-5-methyl-3-(9-oxo-1,8-diazatricyclo- [10.6.1.013,18 ]nonadeca-12(19),13(18),14,16-tetraen-10-ylcarbamoyl)hexanoic acid t-butyl ester prepared in Example 5D above (15 mg) was taken up in CH2Cl2 (2.4 mL) and TFA (0.6 mL) and the resulting mixture was stirred at room temperature for 4 hrs. The solvent was removed under reduced pressure at 35° C. Then ethyl acetate was added and the solution was washed with water (3×10 mL). The organic ...